Dataset: the Open Reaction Database (ORD), a public repository of structured organic reaction records. Task: describe an organic reaction: reactants, conditions, products, and yield The reactants are [Li] (lithium), S1C=C(C=C1)C=1C=C(OCCOC(C(=O)OC)C)C=CC1 (methyl 2-[2-[3-(3-thienyl)phenoxy] ethoxy]propionate), [H-] (hydride). The solvent is O1CCCC1 (tetrahydrofuran). The product is S1C=C(C=C1)C=1C=C(OCCOC(CO)C)C=CC1 (2-[2-[3-(3-thienyl)phenoxy]ethoxy] propanol). Isolated yield 99.1%. RXN SMILES: [S:1]1[CH:5]=[CH:4][C:3]([C:6]2[CH:7]=[C:8]([CH:19]=[CH:20][CH:21]=2)[O:9][CH2:10][CH2:11][O:12][CH:13]([CH3:18])[C:14](OC)=[O:15])=[CH:2]1.[Li].[H-]>O1CCCC1>[S:1]1[CH:5]=[CH:4][C:3]([C:6]2[CH:7]=[C:8]([CH:19]=[CH:20][CH:21]=2)[O:9][CH2:10][CH2:11][O:12][CH:13]([CH3:18])[CH2:14][OH:15])=[CH:2]1 |^1:21|. Procedure: 0.20 g of the resulting ester compound was dissolved in 5 ml of tetrahydrofuran, and reduced as in Referential Example 31 with 25 mg of lithium alminum hydride to give 0.18 g of the captioned compound as a colorless oil. Reactants: CC1(C)OCC(CONC(=O)c2cc(Cl)c(F)c(F)c2Nc2ccc(I)cc2Cl)O1, Cl, C1CCOC1. Product: O=C(NOCC(O)CO)c1cc(Cl)c(F)c(F)c1Nc1ccc(I)cc1Cl. As a reaction SMILES: [Cl:1][c:2]1[c:3]([F:30])[c:4]([F:29])[c:5]([NH:20][c:21]2[c:22]([Cl:28])[cH:23][c:24]([I:27])[cH:25][cH:26]2)[c:6]([C:7](=[O:8])[NH:9][O:10][CH2:11][CH:12]2[O:13][C:14]([CH3:17])([CH3:18])[O:15][CH2:16]2)[cH:19]1.[ClH:31].[O:32]1[CH2:33][CH2:34][CH2:35][CH2:36]1>>[Cl:1][c:2]1[c:3]([F:30])[c:4]([F:29])[c:5]([NH:20][c:21]2[c:22]([Cl:28])[cH:23][c:24]([I:27])[cH:25][cH:26]2)[c:6]([C:7](=[O:8])[NH:9][O:10][CH2:11][CH:12]([OH:13])[CH2:16][OH:15])[cH:19]1. Starting materials: C(C)OC(C(C(=O)OCC)CC1=CC=CC2=CC=CC=C12)=O (2-(1-naphthylmethyl)malonic acid diethyl ester), [H-].[Na+] (sodium hydride), O (water), C1OC(CCCBr)(C2=CC=CC=C2)OC1 (4,4-ethylenedioxy-4-phenylbutyl bromide). Run in COCCOC (1,2-dimethoxyethane). Reaction conditions: time 1 hour. The product is C(C)OC(C(C(=O)OCC)(CC1=CC=CC2=CC=CC=C12)CCCC1(C2=CC=CC=C2)OCCO1)=O (2-(4,4-ethylenedioxy-4-phenylbutyl)-2-(1-naphthylmethyl)malonic acid diethyl ester). The yield is 66.8%. As a reaction SMILES: [CH2:1]([O:3][C:4](=[O:22])[CH:5]([CH2:11][C:12]1[C:21]2[C:16](=[CH:17][CH:18]=[CH:19][CH:20]=2)[CH:15]=[CH:14][CH:13]=1)[C:6]([O:8][CH2:9][CH3:10])=[O:7])[CH3:2].[H-].[Na+].[CH2:25]1[CH2:39][O:38][C:27]([C:32]2[CH:37]=[CH:36][CH:35]=[CH:34][CH:33]=2)([CH2:28][CH2:29][CH2:30]Br)[O:26]1.O>COCCOC>[CH2:9]([O:8][C:6](=[O:7])[C:5]([CH2:30][CH2:29][CH2:28][C:27]1([O:26][CH2:25][CH2:39][O:38]1)[C:32]1[CH:37]=[CH:36][CH:35]=[CH:34][CH:33]=1)([CH2:11][C:12]1[C:21]2[C:16](=[CH:17][CH:18]=[CH:19][CH:20]=2)[CH:15]=[CH:14][CH:13]=1)[C:4]([O:3][CH2:1][CH3:2])=[O:22])[CH3:10] |f:1.2|. Procedure: To a solution of 1.1 g of 2-(1-naphthylmethyl)malonic acid diethyl ester in 20 ml of dry 1,2-dimethoxyethane was added 0.22 g of a 50% sodium hydride (suspension in oil) under cooling, the mixture was stirred for 1 hour. To the reaction mixture was added 1.0 g of 4,4-ethylenedioxy-4-phenylbutyl bromide obtained, the mixture was heated under reflux for 17 hours. After cooling, water was added to the reaction mixture, and the mixture was extracted with diethyl ether. The ethereal layer was washed ... Starting materials: CCOc1cc(NC(=O)OC(C)(C)C)c(NC(=O)CC(=O)c2cccc(-c3ccnc(N4CCCC4)c3)c2)cc1C(F)(F)F, ClCCl, O=C(O)C(F)(F)F. The product is CCOc1cc2c(cc1C(F)(F)F)NC(=O)CC(c1cccc(-c3ccnc(N4CCCC4)c3)c1)=N2. As a reaction SMILES: [C:1]([O:2][C:3](=[O:4])[NH:7][c:8]1[c:9]([NH:21][C:22]([CH2:23][C:24](=[O:5])[c:25]2[cH:26][c:27](-[c:31]3[cH:32][c:33]([N:37]4[CH2:38][CH2:39][CH2:40][CH2:41]4)[n:34][cH:35][cH:36]3)[cH:28][cH:29][cH:30]2)=[O:43])[cH:10][c:11]([C:17]([F:18])([F:19])[F:20])[c:12]([O:14][CH2:15][CH3:16])[cH:13]1)([CH3:6])([CH3:42])[CH3:44].[Cl:52][CH2:53][Cl:54].[F:45][C:46]([F:47])([F:48])[C:49]([OH:50])=[O:51]>>[N:7]1=[C:24]([c:25]2[cH:26][c:27](-[c:31]3[cH:32][c:33]([N:37]4[CH2:38][CH2:39][CH2:40][CH2:41]4)[n:34][cH:35][cH:36]3)[cH:28][cH:29][cH:30]2)[CH2:23][C:22](=[O:43])[NH:21][c:9]2[c:8]1[cH:13][c:12]([O:14][CH2:15][CH3:16])[c:11]([C:17]([F:18])([F:19])[F:20])[cH:10]2. Procedure details: Following the general procedure, treatment of 4-methylquinoline (0.073 g, 66 μL, 0.50 mmol) and 4-chlorobenzaldehyde (0.105 g, 0.75 mmol) with 2-(trimethylsilyl)phenyl trifluoromethanesulfonate (0.179 g, 146 μL, 0.60 mmol) in the presence of KF (0.070 g, 1.2 mmol) and 18-crown-6 (0.317 g, 1.2 mmol) in THF (2.0 mL) at −10° C. to room temperature for 12 hrs followed by flash column chromatography (Pet. ether/EtOAc=50/50) of the crude reaction mixture afforded 5-(4-chlorophenyl)-8-methyl-5H,6aH-ben... RXN SMILES: [CH3:1][C:2]1[C:11]2[C:6](=[CH:7][CH:8]=[CH:9][CH:10]=2)[N:5]=[CH:4][CH:3]=1.[Cl:12][C:13]1[CH:20]=[CH:19][C:16]([CH:17]=[O:18])=[CH:15][CH:14]=1.FC(F)(F)S(O[C:27]1[CH:32]=[CH:31][CH:30]=[CH:29][C:28]=1[Si](C)(C)C)(=O)=O.[F-].[K+].C1OCCOCCOCCOCCOCCOC1>C1COCC1>[Cl:12][C:13]1[CH:20]=[CH:19][C:16]([CH:17]2[O:18][CH:4]3[CH:3]=[C:2]([CH3:1])[C:11]4[C:6]([N:5]3[C:28]3[CH:29]=[CH:30][CH:31]=[CH:32][C:27]2=3)=[CH:7][CH:8]=[CH:9][CH:10]=4)=[CH:15][CH:14]=1 |f:3.4|. Starting materials: C1COCCOCCOCCOCCOCCO1 (18-crown-6), CC1=CC=NC2=CC=CC=C12 (4-methylquinoline), [F-].[K+] (KF), ClC1=CC=C(C=O)C=C1 (4-chlorobenzaldehyde), FC(S(=O)(=O)OC1=C(C=CC=C1)[Si](C)(C)C)(F)F (2-(trimethylsilyl)phenyl trifluoromethanesulfonate), Pet. ether EtOAc. Isolated yield 50.0%. The solvent is C1CCOC1 (THF). Yields the product ClC1=CC=C(C=C1)C1C2=C(N3C(C=C(C4=CC=CC=C34)C)O1)C=CC=C2 (5-(4-chlorophenyl)-8-methyl-5H,6aH-benzo[4,5][1,3]oxazino[3,2-a]quinoline). Reactants: NC1=NC(=NC=C1)SCCCCN1C(C=2C(C1=O)=CC=CC2)=O (4-amino-2-(4-phthalimidobutylthio)pyrimidine), FC(CN=C=S)(F)F (2,2,2-trifluoroethylisothiocyanate), FC(CN=C=S)(F)F (2,2,2-trifluoroethylisothiocyanate). Solvent: C(C)#N (acetonitrile). Reaction conditions: time 48 hour. Yields the product FC(CNC(NC1=NC(=NC=C1)SCCCCN1C(C=2C(C1=O)=CC=CC2)=O)=S)(F)F (4-[3-(2,2,2-trifluoroethyl)thioureido]-2-(4-phthalimidobutylthio)pyrimidine). The yield is 69.9%. Reaction SMILES: [NH2:1][C:2]1[CH:7]=[CH:6][N:5]=[C:4]([S:8][CH2:9][CH2:10][CH2:11][CH2:12][N:13]2[C:17](=[O:18])[C:16]3=[CH:19][CH:20]=[CH:21][CH:22]=[C:15]3[C:14]2=[O:23])[N:3]=1.[F:24][C:25]([F:31])([F:30])[CH2:26][N:27]=[C:28]=[S:29]>C(#N)C>[F:24][C:25]([F:31])([F:30])[CH2:26][NH:27][C:28](=[S:29])[NH:1][C:2]1[CH:7]=[CH:6][N:5]=[C:4]([S:8][CH2:9][CH2:10][CH2:11][CH2:12][N:13]2[C:14](=[O:23])[C:15]3=[CH:22][CH:21]=[CH:20][CH:19]=[C:16]3[C:17]2=[O:18])[N:3]=1. Procedure: A mixture of 4-amino-2-(4-phthalimidobutylthio)pyrimidine (0.49 g.), acetonitrile (5 ml.) and 2,2,2-trifluoroethylisothiocyanate (0.28 g.) was stirred at 70° for 48 hours. A further 0.28 g. of 2,2,2-trifluoroethylisothiocyanate was added and the mixture stirred at 70° for 48 hours. The reaction mixture was cooled and filtered, the residue stirred with N aqueous acetic acid and the undissolved solid collected to give 4-[3-(2,2,2-trifluoroethyl)thioureido]-2-(4-phthalimidobutylthio)pyrimidine (0.4...